Dataset: the Open Reaction Database (ORD), a public repository of structured organic reaction records. Task: describe an organic reaction: reactants, conditions, products, and yield The reactants are FC(C=1C=C(C=CC1)C(CC(C(F)(F)F)=O)=O)(F)F (1-(3-trifluoromethyl-phenyl)-4,4,4-trifluoro-butane-1,3-dione), 3-trifluoromethyl-acetophenone, NC1=NNC=C1C1=CC=NC=C1 (3-amino-4-(4-pyridinyl)-pyrazole). RXN SMILES: [F:1][C:2]([F:19])([F:18])[C:3]1[CH:4]=[C:5]([C:9](=O)[CH2:10][C:11](=O)[C:12]([F:15])([F:14])[F:13])[CH:6]=[CH:7][CH:8]=1.[NH2:20][C:21]1[C:25]([C:26]2[CH:31]=[CH:30][N:29]=[CH:28][CH:27]=2)=[CH:24][NH:23][N:22]=1>>[F:1][C:2]([F:19])([F:18])[C:3]1[CH:4]=[C:5]([C:9]2[CH:10]=[C:11]([C:12]([F:15])([F:14])[F:13])[N:22]3[N:23]=[CH:24][C:25]([C:26]4[CH:31]=[CH:30][N:29]=[CH:28][CH:27]=4)=[C:21]3[N:20]=2)[CH:6]=[CH:7][CH:8]=1. The product is FC(C=1C=C(C=CC1)C1=NC=2N(C(=C1)C(F)(F)F)N=CC2C2=CC=NC=C2)(F)F (5-(3-Trifluoromethyl-phenyl)-3-pyridin-4-yl-7-trifluoromethyl-pyrazolo[1,5-a]pyrimidine). Reported procedure: Reaction of 1-(3-trifluoromethyl-phenyl)-4,4,4-trifluoro-butane-1,3-dione (142 mg, 0.5 mmol), prepared from commercially available 3-trifluoromethyl-acetophenone according to general procedure A, and 3-amino-4-(4-pyridinyl)-pyrazole [CAS No. 216661-87-9; prepared from 4-cyanomethyl-pyridine as described in Bioorg. Med. Chem. Lett. 12 (2002) 3537-3541] (80 mg, 0.5 mmol) according to general procedure B yielded the title compound as a yellow solid (95 mg, 47%). MS (ISP) 409.2 [(M+H)+]; mp 241° C. Isolated yield 46.5%.